Dataset: the Open Reaction Database (ORD), a public repository of structured organic reaction records. Task: describe an organic reaction: reactants, conditions, products, and yield Starting materials: C(C)(C)(C)NC1=NC=NC2=C(C=CC=C12)N (N4-(tert-butyl)quinazoline-4,8-diamine), CCN(C(C)C)C(C)C (DIPEA), FC(C1=C(C(=O)O)C=C(C=N1)CNC(C(C)C)=O)F (2-(difluoromethyl)-5-(isobutyramidomethyl)nicotinic acid), C(C(=O)Cl)(=O)Cl (oxalyl chloride). The reagents and catalysts are CN(C)C=O (DMF). Solvent: C(Cl)Cl (CH2Cl2). Product: C(C)(C)(C)NC1=NC=NC2=C(C=CC=C12)NC(C1=C(N=CC(=C1)CNC(C(C)C)=O)C(F)F)=O (N-(4-(tert-Butylamino)quinazolin-8-yl)-2-(difluoromethyl)-5-(isobutyramidomethyl)nicotinamide). The yield is 5.5%. RXN SMILES: [C:1]([NH:5][C:6]1[C:15]2[C:10](=[C:11]([NH2:16])[CH:12]=[CH:13][CH:14]=2)[N:9]=[CH:8][N:7]=1)([CH3:4])([CH3:3])[CH3:2].[F:17][CH:18]([F:35])[C:19]1[N:27]=[CH:26][C:25]([CH2:28][NH:29][C:30](=[O:34])[CH:31]([CH3:33])[CH3:32])=[CH:24][C:20]=1[C:21](O)=[O:22].C(Cl)(=O)C(Cl)=O.CCN(C(C)C)C(C)C>CN(C=O)C.C(Cl)Cl>[C:1]([NH:5][C:6]1[C:15]2[C:10](=[C:11]([NH:16][C:21](=[O:22])[C:20]3[CH:24]=[C:25]([CH2:28][NH:29][C:30](=[O:34])[CH:31]([CH3:33])[CH3:32])[CH:26]=[N:27][C:19]=3[CH:18]([F:35])[F:17])[CH:12]=[CH:13][CH:14]=2)[N:9]=[CH:8][N:7]=1)([CH3:4])([CH3:2])[CH3:3]. Procedure details: The title compound was prepared following the procedure described in Example-1 using N4-(tert-butyl)quinazoline-4,8-diamine (Intermediate-55, 100 mg, 0.46 mmol), 2-(difluoromethyl)-5-(isobutyramidomethyl)nicotinic acid (Intermediate-66, 150 mg, 0.55 mmol), oxalyl chloride (104 mg, 0.83 mmol), DMF (1 drop) and DIPEA (178 mg, 1.38 mmol) in CH2Cl2 (2 mL) to afford 12 mg of the title product. 1H NMR (300 MHz, DMSO-d6): δ 10.32 (s, 1H), 8.71 (s, 1H), 8.63 (m, 1H), 8.49 (m, 2H), 8.16 (d, 1H), 8.05 (m,... Starting materials: CC1=C(C=CC=C1)CC(=O)OC (methyl 2-methylphenylacetate), N(=O)OC(C)(C)C (tert.-butyl nitrite), potassium tert.-butylate, [K] (potassium), CI (methyl iodide), [K] (potassium). Solvent: C(C)(C)(C)O (tert.-butanol), C(C)(C)O (isopropanol), O (H2O), C(C)(C)(C)O (tert.-butanol). Conditions: temperature 70 celsius. Product: CON=C(C(=O)OC)C1=C(C=CC=C1)C (Methyl 2-methylphenylglyoxylate O-methyl oxime). RXN SMILES: [CH3:1][C:2]1[CH:7]=[CH:6][CH:5]=[CH:4][C:3]=1[CH2:8][C:9]([O:11][CH3:12])=[O:10].[N:13]([O:15][C:16](C)(C)C)=O.[K].CI>C(O)(C)(C)C.C(O)(C)C.O>[CH3:16][O:15][N:13]=[C:8]([C:3]1[CH:4]=[CH:5][CH:6]=[CH:7][C:2]=1[CH3:1])[C:9]([O:11][CH3:12])=[O:10] |^1:19|. Procedure details: A mixture of 200 g (1.22 mol) of methyl 2-methylphenylacetate and 377 g (3.66 mol) of tert.-butyl nitrite in 400 ml of tert.-butanol is added rapidly to 150 g (1.34 mol) of potassium tert.-butylate in 1500 ml of anhydrous tert.-butanol, the reaction temperature increasing to 70° C. After a few minutes, the potassium salt which forms begins to precipitate, and the reaction solution becomes difficult to stir. The mixture is stirred for a further one hour, and 261 g (1.84 mol) of methyl iodide are ... Reactants: COC(=O)Cc1cc(Cl)cc(OCCC2(N3CCCC3)CCN(c3ncc(Br)s3)CC2)c1, CO, [Na+], C1CCOC1, [OH-], O. Yields the product O=C(O)Cc1cc(Cl)cc(OCCC2(N3CCCC3)CCN(c3ncc(Br)s3)CC2)c1. Reaction SMILES: [CH3:1][O:2][C:3]([CH2:4][c:5]1[cH:6][c:7]([O:12][CH2:13][CH2:14][C:15]2([N:27]3[CH2:28][CH2:29][CH2:30][CH2:31]3)[CH2:16][CH2:17][N:18]([c:21]3[s:22][c:23]([Br:26])[cH:24][n:25]3)[CH2:19][CH2:20]2)[cH:8][c:9]([Cl:11])[cH:10]1)=[O:32].[CH3:40][OH:41].[Na+:34].[O:35]1[CH2:36][CH2:37][CH2:38][CH2:39]1.[OH-:33].[OH2:42]>>[O:2]=[C:3]([CH2:4][c:5]1[cH:6][c:7]([O:12][CH2:13][CH2:14][C:15]2([N:27]3[CH2:28][CH2:29][CH2:30][CH2:31]3)[CH2:16][CH2:17][N:18]([c:21]3[s:22][c:23]([Br:26])[cH:24][n:25]3)[CH2:19][CH2:20]2)[cH:8][c:9]([Cl:11])[cH:10]1)[OH:32]. Reactants: COC1=CC=C2CCC(N(C2=N1)C[C@H]1OC1)=O (7-(methyloxy)-1-[(2R)-2-oxiranylmethyl]-3,4-dihydro-1,8-naphthyridin-2(1H)-one). Run in CN(C)C=O (DMF). Yields the product OC[C@@H]1CN2C(CCC=3C=CC(N1C23)=O)=O ((1S)-1-(Hydroxymethyl)-1,2,5,6-tetrahydro-4H,9H-imidazo[1,2,3-ij]-1,8-naphthyridine-4,9-dione). Isolated yield 30.9%. As a reaction SMILES: C[O:2][C:3]1[N:12]=[C:11]2[C:6]([CH2:7][CH2:8][C:9](=[O:17])[N:10]2[CH2:13][C@@H:14]2[CH2:16][O:15]2)=[CH:5][CH:4]=1>CN(C=O)C>[OH:15][CH2:16][C@H:14]1[N:12]2[C:11]3[N:10]([C:9](=[O:17])[CH2:8][CH2:7][C:6]=3[CH:5]=[CH:4][C:3]2=[O:2])[CH2:13]1. Reported procedure: A solution of 7-(methyloxy)-1-[(2R)-2-oxiranylmethyl]-3,4-dihydro-1,8-naphthyridin-2(1H)-one (1.167 g, 4.98 mmol) in DMF (20 ml) under argon was heated to 120° C. for 6 h. Reaction was then evaporated and chromatographed (0-20% MeOH/DCM) to give product as an orange solid (339 mg, 31%). The reactants are D(-)p-hydroxyphenylglycine, C(N)(=O)N(CC(=O)O)C1=CC=C(C=C1)O (N-carb.), C(N)(=O)N(CC(=O)O)C1=CC=C(C=C1)O (N-carbamoyl-p-hydroxyphenylglycine), DNA, solution, C(N)(=O)N(CC(=O)O)C1=CC=C(C=C1)O (N-carb.), [OH-].[Na+] (NaOH), C=1C=CC2=C(C1)C(OS2(=O)=O)(C=3C=CC(=CC3)O)C=4C=CC(=CC4)O (phenol red), 800, P(=O)([O-])([O-])[O-] (phosphate). Run at time 24 hour. Product: C(N)(=O)N(CC(=O)O)C1=CC=C(C=C1)O (N-carb.), D(-)HPG, N (ammonia). RXN SMILES: P([O-])([O-])([O-])=O.C1C=CC2S(=O)(=O)OC(C3C=CC(O)=CC=3)(C3C=CC(O)=CC=3)C=2C=1.[OH-].[Na+].[C:33]([N:36]([C:41]1[CH:46]=[CH:45][C:44]([OH:47])=[CH:43][CH:42]=1)[CH2:37][C:38]([OH:40])=[O:39])(=[O:35])[NH2:34]>>[C:33]([N:36]([C:41]1[CH:46]=[CH:45][C:44]([OH:47])=[CH:43][CH:42]=1)[CH2:37][C:38]([OH:40])=[O:39])(=[O:35])[NH2:34].[NH3:34] |f:2.3|. Procedure: One set of 800 colonies (Example 2), representing a Genomic Library of Agrobacterium 80/44-2A DNA in the plasmid pCP19 in E. coli AG1, was screened for the ability to convert N-carbamoyl-p-hydroxyphenylglycine (N-carb.) to D(-)p-hydroxyphenylglycine (D(-)HPG). Cells from half of one plate (i.e. from 25 different clones) of the library were scraped off into a microcentrifuge tube containing 800 μl of assay buffer. The assay buffer was a solution of 1% N-carb., 10 mM phosphate buffer, 0.0012% phen... Reactants: Cl.C(C)OC(=O)C=1C=NC2=CC(=CC=C2C1NC1=CC=C(C(=O)O)C=C1)C(F)(F)F (4-[[3-ethoxycarbonyl-7-(trifluoromethyl)-4-quinolyl]amino]benzoic acid hydrochloride). Solvent: S(=O)(Cl)Cl (thionyl chloride). Product: Cl.C(C)OC(=O)C=1C=NC2=CC(=CC=C2C1NC1=CC=C(C(=O)Cl)C=C1)C(F)(F)F (4-[[3-ethoxycarbonyl-7-(trifluoromethyl)-4-quinolyl]amino]benzoyl chloride hydrochloride). The yield is 200.4%. As a reaction SMILES: [ClH:1].[CH2:2]([O:4][C:5]([C:7]1[CH:8]=[N:9][C:10]2[C:15]([C:16]=1[NH:17][C:18]1[CH:26]=[CH:25][C:21]([C:22](O)=[O:23])=[CH:20][CH:19]=1)=[CH:14][CH:13]=[C:12]([C:27]([F:30])([F:29])[F:28])[CH:11]=2)=[O:6])[CH3:3]>S(Cl)(Cl)=O>[ClH:1].[CH2:2]([O:4][C:5]([C:7]1[CH:8]=[N:9][C:10]2[C:15]([C:16]=1[NH:17][C:18]1[CH:26]=[CH:25][C:21]([C:22]([Cl:1])=[O:23])=[CH:20][CH:19]=1)=[CH:14][CH:13]=[C:12]([C:27]([F:30])([F:29])[F:28])[CH:11]=2)=[O:6])[CH3:3] |f:0.1,3.4|. Reported procedure: A suspension of 4-[[3-ethoxycarbonyl-7-(trifluoromethyl)-4-quinolyl]amino]benzoic acid hydrochloride (2.51 g) in thionyl chloride (25 ml) was stirred under reflux for 4 hours and concentrated to dryness in vacuo to give 4-[[3-ethoxycarbonyl-7-(trifluoromethyl)-4-quinolyl]amino]benzoyl chloride hydrochloride (2.62 g) as yellow powder. The product is CC(C)(C)OC(=O)NNC(=O)C(CCCCl)C1CCOCC1. The reactants are CC(C)(C)OC(=O)NN, ClCCl, CCOC(C)=O, O=C(O)C(CCCCl)C1CCOCC1, O. Reaction SMILES: [C:15]([NH:16][NH2:17])(=[O:18])[O:19][C:20]([CH3:21])([CH3:22])[CH3:23].[CH2:31]([Cl:32])[Cl:33].[CH3:24][CH2:25][O:26][C:27](=[O:28])[CH3:29].[Cl:1][CH2:2][CH2:3][CH2:4][CH:5]([C:6](=[O:7])[OH:8])[CH:9]1[CH2:10][CH2:11][O:12][CH2:13][CH2:14]1.[OH2:30]>>[Cl:1][CH2:2][CH2:3][CH2:4][CH:5]([C:6](=[O:8])[NH:17][NH:16][C:15](=[O:18])[O:19][C:20]([CH3:21])([CH3:22])[CH3:23])[CH:9]1[CH2:10][CH2:11][O:12][CH2:13][CH2:14]1. The reactants are C(CCCCCCCCCCCCCCC)NC1=CC=C(C(=O)OCC2CO2)C=C1 (2,3-epoxypropyl 4-(n-hexadecylamino)benzoate), C(C)(=O)O (acetic acid), O (water). Conditions: temperature 100 celsius. Yields the product C(CCCCCCCCCCCCCCC)NC1=CC=C(C(=O)OCC(CO)OC(C)=O)C=C1 (2-acetoxy-3-hydroxypropyl 4-(n-hexadecylamino)benzoate). RXN SMILES: [CH2:1]([NH:17][C:18]1[CH:30]=[CH:29][C:21]([C:22]([O:24][CH2:25][CH:26]2[O:28][CH2:27]2)=O)=[CH:20][CH:19]=1)[CH2:2][CH2:3][CH2:4][CH2:5][CH2:6][CH2:7][CH2:8][CH2:9][CH2:10][CH2:11][CH2:12][CH2:13][CH2:14][CH2:15][CH3:16].[C:31]([OH:34])(=[O:33])[CH3:32].[OH2:35]>>[CH2:1]([NH:17][C:18]1[CH:19]=[CH:20][C:21]([C:22]([O:24][CH2:25][CH:26]([O:33][C:31](=[O:34])[CH3:32])[CH2:27][OH:28])=[O:35])=[CH:29][CH:30]=1)[CH2:2][CH2:3][CH2:4][CH2:5][CH2:6][CH2:7][CH2:8][CH2:9][CH2:10][CH2:11][CH2:12][CH2:13][CH2:14][CH2:15][CH3:16]. Reported procedure: A mixture of 8.35 g of 2,3-epoxypropyl 4-(n-hexadecylamino)benzoate and 7.0 ml of acetic acid is heated at 100° C. for four hours, allowed to cool, and diluted with water. Filtration affords 2-acetoxy-3-hydroxypropyl 4-(n-hexadecylamino)benzoate, mp 67° C. unchanged by recrystallization. Reactants: CC(C)[Si](C)(C)c1ccc(CNCCc2cccc(C(F)(F)F)c2)cc1, O=C(O)c1c(F)c(Cl)cc2cc[nH]c12. Product: CC(C)[Si](C)(C)c1ccc(CN(CCc2cccc(C(F)(F)F)c2)C(=O)c2c(F)c(Cl)cc3cc[nH]c23)cc1. As a reaction SMILES: [CH:15]([CH3:16])([CH3:17])[Si:18]([c:19]1[cH:20][cH:21][c:22]([CH2:23][NH:24][CH2:25][CH2:26][c:27]2[cH:28][c:29]([C:33]([F:34])([F:35])[F:36])[cH:30][cH:31][cH:32]2)[cH:37][cH:38]1)([CH3:39])[CH3:40].[Cl:1][c:2]1[cH:3][c:4]2[cH:5][cH:6][nH:7][c:8]2[c:9]([C:12](=[O:13])[OH:14])[c:10]1[F:11]>>[Cl:1][c:2]1[cH:3][c:4]2[cH:5][cH:6][nH:7][c:8]2[c:9]([C:12](=[O:14])[N:24]([CH2:23][c:22]2[cH:21][cH:20][c:19]([Si:18]([CH:15]([CH3:16])[CH3:17])([CH3:39])[CH3:40])[cH:38][cH:37]2)[CH2:25][CH2:26][c:27]2[cH:28][c:29]([C:33]([F:34])([F:35])[F:36])[cH:30][cH:31][cH:32]2)[c:10]1[F:11].